Dataset: the Open Reaction Database (ORD), a public repository of structured organic reaction records. Task: describe an organic reaction: reactants, conditions, products, and yield RXN SMILES: Cl.[NH2:2][C@H:3]([C:8]1[CH:13]=[CH:12][C:11]([OH:14])=[CH:10][CH:9]=1)[C:4]([O:6][CH3:7])=[O:5].C(OCC)(=O)C.S([O-])([O-])(=O)=O.[Mg+2].[S:27]1[CH:31]=[CH:30][C:29]([CH:32]=O)=[CH:28]1>C(N(CC)CC)C>[OH:14][C:11]1[CH:10]=[CH:9][C:8]([CH:3]([NH:2][CH2:32][C:29]2[CH:30]=[CH:31][S:27][CH:28]=2)[C:4]([O:6][CH3:7])=[O:5])=[CH:13][CH:12]=1 |f:0.1,3.4|. The reactants are Cl.N[C@@H](C(=O)OC)C1=CC=C(C=C1)O (methyl(R)-amino-(4-hydroxyphenyl)acetate hydrochloride), C(C)(=O)OCC (ethyl acetate), S(=O)(=O)([O-])[O-].[Mg+2] (magnesium sulphate), S1C=C(C=C1)C=O (thiophene-3-carbaldehyde). The product is OC1=CC=C(C=C1)C(C(=O)OC)NCC1=CSC=C1 (Methyl 2-(4-hydroxyphenyl)-2-[(thiophen-3-yl)methylamino]acetate). Run at time 2 hour. The solvent is C(C)N(CC)CC (triethylamine). Procedure: 5 g of methyl(R)-amino-(4-hydroxyphenyl)acetate hydrochloride and 100 mL of anhydrous ethyl acetate (thick suspension) are introduced at ambient temperature into a 500 mL Woulff bottle equipped with a nitrogen intake, a magnetic stirrer and a condenser. 3.1 mL of triethylamine, some magnesium sulphate and 3 g of thiophene-3-carbaldehyde are added. After 4 hours under reflux, the white solid is filtered, washed with ethyl acetate and dried under vacuum. The product is taken up in 100 mL of anhydr... Run in ClCCl (dichloromethane). Product: ClC1=CN=C(N1C=1C=C2C=CC(NC2=C(C1)C)=O)C (6-(5-Chloro-2-methylimidazol-1-yl)-8-methyl-2-(1H)-quinolone). Starting materials: CC=1N(C=CN1)C=1C=C2C=CC(NC2=C(C1)C)=O (6-(2-methylimidazol-1-yl)-8-methyl-2-(1H)-quinolone), ClN1C(CCC1=O)=O (N-chlorosuccinimide). Reaction SMILES: [CH3:1][C:2]1[N:3]([C:7]2[CH:8]=[C:9]3[C:14](=[C:15]([CH3:17])[CH:16]=2)[NH:13][C:12](=[O:18])[CH:11]=[CH:10]3)[CH:4]=[CH:5][N:6]=1.[Cl:19]N1C(=O)CCC1=O>ClCCl>[Cl:19][C:4]1[N:3]([C:7]2[CH:8]=[C:9]3[C:14](=[C:15]([CH3:17])[CH:16]=2)[NH:13][C:12](=[O:18])[CH:11]=[CH:10]3)[C:2]([CH3:1])=[N:6][CH:5]=1. Reaction conditions: time 2 hour. Procedure: A mixture of 6-(2-methylimidazol-1-yl)-8-methyl-2-(1H)-quinolone (0.24 g) and N-chlorosuccinimide (0.14 g) in dichloromethane (10 cm3) was stirred at room temperature for 2 hours. The mixture was then chromatographed directly on silica (Merck "MK 60.9385" [Trade Mark]) eluting with methanol:dichloromethane, 1:20 by volume. Combination and evaporation of the appropriate fractions afforded the title compound, m.p. 258°-61°, (0.18 g). Reactants: C1(=CC=CC=C1)C(OC1CCN(CC1)CCCCCN1C(C=2C(C1=O)=CC=CC2)=O)C2=CC=CC=C2 (N-[5-[4-(diphenylmethoxy)piperidino]pentyl]phthalimide), O.NN (hydrazine monohydrate). The solvent is C(C)O (ethanol). Product: C1(=CC=CC=C1)C(OC1CCN(CC1)CCCCCN)C1=CC=CC=C1 (4-(diphenylmethoxy)-1-piperidinepentanamine). The yield is 68.2%. RXN SMILES: [C:1]1([CH:7]([C:31]2[CH:36]=[CH:35][CH:34]=[CH:33][CH:32]=2)[O:8][CH:9]2[CH2:14][CH2:13][N:12]([CH2:15][CH2:16][CH2:17][CH2:18][CH2:19][N:20]3C(=O)C4=CC=CC=C4C3=O)[CH2:11][CH2:10]2)[CH:6]=[CH:5][CH:4]=[CH:3][CH:2]=1.O.NN>C(O)C>[C:1]1([CH:7]([C:31]2[CH:32]=[CH:33][CH:34]=[CH:35][CH:36]=2)[O:8][CH:9]2[CH2:14][CH2:13][N:12]([CH2:15][CH2:16][CH2:17][CH2:18][CH2:19][NH2:20])[CH2:11][CH2:10]2)[CH:2]=[CH:3][CH:4]=[CH:5][CH:6]=1 |f:1.2|. Reported procedure: 3.70 g of potassium phthalimide was dissolved in 20 ml of N,N-dimethylformamide; 5.4 ml of 1,5-dichloropentane was added, followed by stirring at room temperature for 15 hours. Ice water was added to the reaction mixture, followed by extraction with ethyl acetate; the extract was washed with saline and dried with magnesium sulfate. The dry product was concentrated under reduced pressure; the residue was subjected to silica gel column chromatography and eluted with hexane-ethyl acetate (4:1). The... Reactants: ClC=1C=[N+](C=C(C1C[C@H](O)C1=CC(=C(C=C1)OC(F)F)OCC1CC1)Cl)[O-] ((S)-3,5-dichloro-4-(2-(3-(cyclopropylmethoxy)-4-(difluoromethoxy)phenyl)-2-hydroxyethyl)pyridine 1-oxide), C(CCl)Cl (EDC), FC(C(=O)[O-])(F)F.C(=O)(O)CSC(=O)C=1C=CC(=C(C1)N(S(=O)(=O)C)CC[NH+]1CCOCC1)OC (4-(2-(N-(5-((carboxymethylthio)carbonyl)-2-methoxyphenyl)-methylsulfonamido)-ethyl)morpholin-4-ium 2,2,2-trifluoroacetate). The reagents and catalysts are CN(C)C=1C=CN=CC1 (DMAP). The solvent is C(Cl)Cl (DCM), C(Cl)Cl (DCM). Product: Cl.ClC=1C=[N+](C=C(C1C[C@H](OC(CSC(C1=CC(=C(C=C1)OC)N(S(=O)(=O)C)CCN1CCOCC1)=O)=O)C1=CC(=C(C=C1)OC(F)F)OCC1CC1)Cl)[O-] ((S)-3,5-dichloro-4-(2-(3-(cyclopropylmethoxy)-4-(difluoromethoxy)phenyl)-2-(2-(4-methoxy-3-(N-(2-morpholinoethyl)-methylsulfonamido)benzoylthio)acetoxy)-ethyl)pyridine 1-oxide hydrochloride). Yield: 86.4%. Reaction SMILES: FC(F)(F)C([O-])=O.[C:8]([CH2:11][S:12][C:13]([C:15]1[CH:16]=[CH:17][C:18]([O:34][CH3:35])=[C:19]([N:21]([CH2:26][CH2:27][NH+:28]2[CH2:33][CH2:32][O:31][CH2:30][CH2:29]2)[S:22]([CH3:25])(=[O:24])=[O:23])[CH:20]=1)=[O:14])([OH:10])=[O:9].[Cl:36][C:37]1[CH:38]=[N+:39]([O-:62])[CH:40]=[C:41]([Cl:61])[C:42]=1[CH2:43][C@@H:44]([C:46]1[CH:51]=[CH:50][C:49]([O:52][CH:53]([F:55])[F:54])=[C:48]([O:56][CH2:57][CH:58]2[CH2:60][CH2:59]2)[CH:47]=1)O.C(Cl)CCl>C(Cl)Cl.CN(C1C=CN=CC=1)C>[ClH:36].[Cl:36][C:37]1[CH:38]=[N+:39]([O-:62])[CH:40]=[C:41]([Cl:61])[C:42]=1[CH2:43][C@@H:44]([C:46]1[CH:51]=[CH:50][C:49]([O:52][CH:53]([F:55])[F:54])=[C:48]([O:56][CH2:57][CH:58]2[CH2:60][CH2:59]2)[CH:47]=1)[O:9][C:8](=[O:10])[CH2:11][S:12][C:13](=[O:14])[C:15]1[CH:16]=[CH:17][C:18]([O:34][CH3:35])=[C:19]([N:21]([CH2:26][CH2:27][N:28]2[CH2:33][CH2:32][O:31][CH2:30][CH2:29]2)[S:22]([CH3:25])(=[O:24])=[O:23])[CH:20]=1 |f:0.1,6.7|. Reported procedure: 4-(2-(N-(5-((carboxymethylthio)carbonyl)-2-methoxyphenyl)-methylsulfonamido)-ethyl)morpholin-4-ium 2,2,2-trifluoroacetate (0.194 g, 0.355 mmol) was suspended in dry DCM (3.5 ml), and (S)-3,5-dichloro-4-(2-(3-(cyclopropylmethoxy)-4-(difluoromethoxy)phenyl)-2-hydroxyethyl)pyridine 1-oxide (0.115 g, 0.273 mmol), EDC (0.157 g, 0.819 mmol), and DMAP (0.0667 g, 0.546 mmol) were sequentially added with stirring at RT under nitrogen. The resulting yellow solution was stirred at the same temperature for ...